This data is from the Open Reaction Database (ORD), a public repository of structured organic reaction records. The task is: describe an organic reaction: reactants, conditions, products, and yield Starting materials: O=S(=O)(Cl)c1ccc(F)cc1, NC(CCCc1ccccc1)C(=O)O, [Na+], [Na+], O=C([O-])[O-], O. Product: O=C(O)C(CCCc1ccccc1)NS(=O)(=O)c1ccc(F)cc1. As a reaction SMILES: [F:15][c:16]1[cH:17][cH:18][c:19]([S:22](=[O:23])(=[O:24])[Cl:25])[cH:20][cH:21]1.[NH2:1][CH:2]([C:3](=[O:4])[OH:5])[CH2:6][CH2:7][CH2:8][c:9]1[cH:10][cH:11][cH:12][cH:13][cH:14]1.[Na+:26].[Na+:27].[O-:28][C:29](=[O:30])[O-:31].[OH2:32]>>[NH:1]([CH:2]([C:3](=[O:4])[OH:5])[CH2:6][CH2:7][CH2:8][c:9]1[cH:10][cH:11][cH:12][cH:13][cH:14]1)[S:22]([c:19]1[cH:18][cH:17][c:16]([F:15])[cH:21][cH:20]1)(=[O:23])=[O:24].